Dataset: the Open Reaction Database (ORD), a public repository of structured organic reaction records. Task: describe an organic reaction: reactants, conditions, products, and yield Starting materials: C(C)OC(CN1C(=C(C2=CC(=CC=C12)F)CC1=CC(=CC=C1)S(=O)(=O)N1CCCCC1)C)=O (2-(5-fluoro-2-methyl-3-(3-(piperidin-1-ylsulfonyl)benzyl)-1H-indol-1-yl)acetic acid ethyl ester), C1(CCCCC1)S(=O)(=O)C1=C(CC2=C(N(C3=CC=C(C=C23)F)CC(=O)O)C)C=CC=C1 (2-(3-(2-(Cyclohexylsulfonyl)benzyl)-5-fluoro-2-methyl-1H-indol-1-yl)acetic Acid). The product is FC=1C=C2C(=C(N(C2=CC1)CC(=O)O)C)CC1=CC(=CC=C1)S(=O)(=O)N1CCCCC1 (2-(5-Fluoro-2-methyl-3-(3-(piperidin-1-ylsulfonyl)benzyl)-1H-indol-1-yl)acetic acid). As a reaction SMILES: C([O:3][C:4](=[O:33])[CH2:5][N:6]1[C:14]2[C:9](=[CH:10][C:11]([F:15])=[CH:12][CH:13]=2)[C:8]([CH2:16][C:17]2[CH:22]=[CH:21][CH:20]=[C:19]([S:23]([N:26]3[CH2:31][CH2:30][CH2:29][CH2:28][CH2:27]3)(=[O:25])=[O:24])[CH:18]=2)=[C:7]1[CH3:32])C.C1(S(C2C=CC=CC=2CC2C3C(=CC=C(F)C=3)N(CC(O)=O)C=2C)(=O)=O)CCCCC1>>[F:15][C:11]1[CH:10]=[C:9]2[C:14](=[CH:13][CH:12]=1)[N:6]([CH2:5][C:4]([OH:33])=[O:3])[C:7]([CH3:32])=[C:8]2[CH2:16][C:17]1[CH:22]=[CH:21][CH:20]=[C:19]([S:23]([N:26]2[CH2:27][CH2:28][CH2:29][CH2:30][CH2:31]2)(=[O:24])=[O:25])[CH:18]=1. Reported procedure: 2-(5-fluoro-2-methyl-3-(3-(piperidin-1-ylsulfonyl)benzyl)-1H-indol-1-yl)acetic acid ethyl ester was used as a starting material, otherwise this compound was prepared in a similar manner to Compound 1, using Procedure L. The reactants are [O-]CC.[Na+] (sodium ethoxide), C1C(CCC2=CC=CC=C12)=O (2-tetralone), O (H2O), C1(=CC=C(C=C1)S(=O)(=O)N=[N+]=[N-])C (p-toluenesulfonylazide). Solvent: C(C)O (ethanol), C(C)O (ethanol). Product: [N+](=[N-])=C1C(CCC2=CC=CC=C12)=O (1-diazo-2-tetralone). Isolated yield 12.0%. RXN SMILES: [O-]CC.[Na+].[CH2:5]1[C:14]2[C:9](=[CH:10][CH:11]=[CH:12][CH:13]=2)[CH2:8][CH2:7][C:6]1=[O:15].C1(C)C=CC(S([N:25]=[N+:26]=[N-])(=O)=O)=CC=1.O>C(O)C>[N+:25](=[C:5]1[C:14]2[C:9](=[CH:10][CH:11]=[CH:12][CH:13]=2)[CH2:8][CH2:7][C:6]1=[O:15])=[N-:26] |f:0.1|. Procedure details: To a solution of sodium ethoxide (20.0 g, 0.20 mole) in ethanol (600 ml), a solution of 2-tetralone (42.4 g, 0.29 mole) in ethanol (100 ml) was added dropwise at 0° C. with stirring, then p-toluenesulfonylazide (59.2 g, 0.3 mole) was added dropwise at -15° C. or below to the mixture and reacted with stirring for 3 hours at -10° to 0° C. The reaction mixture was poured into H2O (1 l), extracted with methylene chloride (500 ml×2), the organic layer separated was washed with H2O (500 ml×3), dried o... Starting materials: C(C1=CC=CC=C1)OC1=C(C(=NC2=CC=CC=C12)COC1=CC=C(C=C1)CCC1(CCCC1)O)C (1-[2-(4-{[4-(benzyloxy)-3-methylquinolin-2-yl]methoxy}phenyl)ethyl]cyclopentanol). The reagents and catalysts are [Pd] (palladium-activated carbon). Run in C(C)O.C1CCOC1 (ethanol THF). Conditions: time 3 hour. Product: OC1(CCCC1)CCC1=CC=C(OCC=2NC3=CC=CC=C3C(C2C)=O)C=C1 (2-({4-[2-(1-hydroxycyclopentyl)ethyl]phenoxy}methyl)-3-methylquinolin-4(1H)-one). Isolated yield 49.4%. RXN SMILES: C([O:8][C:9]1[C:18]2[C:13](=[CH:14][CH:15]=[CH:16][CH:17]=2)[N:12]=[C:11]([CH2:19][O:20][C:21]2[CH:26]=[CH:25][C:24]([CH2:27][CH2:28][C:29]3([OH:34])[CH2:33][CH2:32][CH2:31][CH2:30]3)=[CH:23][CH:22]=2)[C:10]=1[CH3:35])C1C=CC=CC=1>C(O)C.C1COCC1.[Pd]>[OH:34][C:29]1([CH2:28][CH2:27][C:24]2[CH:25]=[CH:26][C:21]([O:20][CH2:19][C:11]3[NH:12][C:13]4[C:18]([C:9](=[O:8])[C:10]=3[CH3:35])=[CH:17][CH:16]=[CH:15][CH:14]=4)=[CH:22][CH:23]=2)[CH2:30][CH2:31][CH2:32][CH2:33]1 |f:1.2|. Procedure: To a solution of 1-[2-(4-{[4-(benzyloxy)-3-methylquinolin-2-yl]methoxy}phenyl)ethyl]cyclopentanol (128 mg) in ethanol-THF (1:1, 4 mL) was added 10% palladium-activated carbon (30 mg) under nitrogen atmosphere, followed by stirring at room temperature under hydrogen atmosphere for 3 hours. The catalyst was removed by filtration, and then the solvent was evaporated under reduced pressure. The resulting residue was purified by silica gel column chromatography (eluent: chloroform/methanol=92/8). The...